This data is from the Open Reaction Database (ORD), a public repository of structured organic reaction records. The task is: describe an organic reaction: reactants, conditions, products, and yield Reactants: O=C([O-])[O-], CI, CC(C)=O, CNC(=O)c1c(C)oc2cc(Nc3ccnc(Cl)n3)ccc12, [K+], [K+]. The product is CNC(=O)c1c(C)oc2cc(N(C)c3ccnc(Cl)n3)ccc12. RXN SMILES: [C:1](=[O:2])([O-:3])[O-:4].[CH3:29][I:30].[CH3:31][C:32](=[O:33])[CH3:34].[Cl:7][c:8]1[n:9][cH:10][cH:11][c:12]([NH:14][c:15]2[cH:16][c:17]3[c:18]([c:19]([C:23](=[O:24])[NH:25][CH3:26])[c:20]([CH3:22])[o:21]3)[cH:27][cH:28]2)[n:13]1.[K+:5].[K+:6]>>[CH3:1][N:14]([c:12]1[cH:11][cH:10][n:9][c:8]([Cl:7])[n:13]1)[c:15]1[cH:16][c:17]2[c:18]([c:19]([C:23](=[O:24])[NH:25][CH3:26])[c:20]([CH3:22])[o:21]2)[cH:27][cH:28]1.